This data is from the Open Reaction Database (ORD), a public repository of structured organic reaction records. The task is: describe an organic reaction: reactants, conditions, products, and yield Starting materials: [Sn](CCCC)(CCCC)(CCCC)Cl (Bu3SnCl), C(CCC)[Li] (Butyl lithium), O1C=CC=C1 (furan). Run in C1CCOC1 (THF), C1CCOC1 (THF). Conditions: temperature -78 celsius, time 1 hour. The product is C(CCC)[Sn](C=1OC=CC1)(CCCC)CCCC (2-(tributylstannyl) furan). The yield is 87.8%. RXN SMILES: [O:1]1[CH:5]=[CH:4][CH:3]=[CH:2]1.C([Li])CCC.[Sn:11](Cl)([CH2:20][CH2:21][CH2:22][CH3:23])([CH2:16][CH2:17][CH2:18][CH3:19])[CH2:12][CH2:13][CH2:14][CH3:15]>C1COCC1>[CH2:20]([Sn:11]([CH2:12][CH2:13][CH2:14][CH3:15])([CH2:16][CH2:17][CH2:18][CH3:19])[C:2]1[O:1][CH:5]=[CH:4][CH:3]=1)[CH2:21][CH2:22][CH3:23]. Procedure details: A THF solution (100 mL) of furan (6.8 g) was cooled to -78° C. under N2 atmosphere. Butyl lithium (1.6 M×62.5 mL, 100 mmol) was added dropwise through dropping funnel in 1 hr. After stirred at -78° C. for 1 hr, the reaction mixture was warmed gradually to room temperature and stirred for 30 min. The mixture was again cooled to -78° C. and added dropwise a THF solution (25 mL) of Bu3SnCl (32.5 g, 100 mmol) with stirring. The mixture was warmed gradually to room temperature and stirred for 10-12 h... Reactants: ClC1=C(C(=O)OC(C)C)C=C(C=C1)N1C(NC(=CC1=O)C(F)(F)F)=O (isopropyl 2-chloro-5-[3,6-dihydro-4-trifluoromethyl-2,6-dioxo-1(2H) pyrimidinyl]benzoate), [OH-].[Na+] (sodium hydroxide). The solvent is C(C)O (ethanol). Run at time 2 hour. Yields the product ClC1=C(C(=O)O)C=C(C=C1)N1C(NC(=CC1=O)C(F)(F)F)=O (2-chloro-5-[3,6-dihydro-4-trifluoromethyl-2,6-dioxo-1(2H)pyrimidinyl]benzoic acid). RXN SMILES: [Cl:1][C:2]1[CH:13]=[CH:12][C:11]([N:14]2[C:19](=[O:20])[CH:18]=[C:17]([C:21]([F:24])([F:23])[F:22])[NH:16][C:15]2=[O:25])=[CH:10][C:3]=1[C:4]([O:6]C(C)C)=[O:5].[OH-].[Na+]>C(O)C>[Cl:1][C:2]1[CH:13]=[CH:12][C:11]([N:14]2[C:19](=[O:20])[CH:18]=[C:17]([C:21]([F:22])([F:24])[F:23])[NH:16][C:15]2=[O:25])=[CH:10][C:3]=1[C:4]([OH:6])=[O:5] |f:1.2|. Reported procedure: A mixture of 58.9 grams (0.156 mole) of isopropyl 2-chloro-5-[3,6-dihydro-4-trifluoromethyl-2,6-dioxo-1(2H) pyrimidinyl]benzoate and 11.2 grams (0.28 mole) of sodium hydroxide in 1200 ml. of 50% ethanol was heated at 65° C. for 30 minutes and stirred for 2 hours. Evaporation under a reduced pressure removed the solvent. The residue was treated with 2.3 ml. of concentrated hydrochloric acid in 130 ml. of water. Filtration collected 45 grams of crude solid. The solid product was further dissolved ...